Dataset: the Open Reaction Database (ORD), a public repository of structured organic reaction records. Task: describe an organic reaction: reactants, conditions, products, and yield Starting materials: C(C)(C)(C)OC(NC=1SC(=C(N1)C)C1=CC(=NC=C1)C(CN(C)C)(C)C)=O ({5-[2-(2-dimethylamino-1,1-dimethyl-ethyl)-pyridin-4-yl]-4-methyl-thiazol-2-yl}-carbamic acid tert-butyl ester). Run in C(Cl)Cl.CO (DCM MeOH). Reaction conditions: time 2 hour. The product is CN(CC(C)(C)C1=NC=CC(=C1)C1=C(N=C(S1)N)C)C (5-[2-(2-Dimethylamino-1,1-dimethyl-ethyl)-pyridin-4-yl]-4-methyl-thiazol-2-ylamine). Reaction SMILES: C(OC(=O)[NH:7][C:8]1[S:9][C:10]([C:14]2[CH:19]=[CH:18][N:17]=[C:16]([C:20]([CH3:26])([CH3:25])[CH2:21][N:22]([CH3:24])[CH3:23])[CH:15]=2)=[C:11]([CH3:13])[N:12]=1)(C)(C)C>C(Cl)Cl.CO>[CH3:24][N:22]([CH3:23])[CH2:21][C:20]([C:16]1[CH:15]=[C:14]([C:10]2[S:9][C:8]([NH2:7])=[N:12][C:11]=2[CH3:13])[CH:19]=[CH:18][N:17]=1)([CH3:26])[CH3:25] |f:1.2|. Procedure: The title compound is prepared in analogy to the procedure described in Step 19.1 but using {5-[2-(2-dimethylamino-1,1-dimethyl-ethyl)-pyridin-4-yl]-4-methyl-thiazol-2-yl}-carbamic acid tert-butyl ester (Step 21.2) and stirring the reaction mixture for 2 h at rt. Title compound: ESI-MS: 291.1 [M+H]+; tR=2.48 min (System 1); TLC: Rf=0.11 (DCM/MeOH, 9:1). Reactants: CC(C)(C)C1=NC2(Cc3ccc([N+](=O)[O-])cc3C2)C(=O)N1, CO. Product: CC(C)(C)C1=NC2(Cc3ccc(N)cc3C2)C(=O)N1. RXN SMILES: [C:1]([CH3:2])([CH3:3])([CH3:4])[C:5]1=[N:9][C:8]2([C:7](=[O:21])[NH:6]1)[CH2:10][c:11]1[cH:12][cH:13][c:14]([N+:18]([O-:19])=[O:20])[cH:15][c:16]1[CH2:17]2.[CH3:22][OH:23]>>[C:1]([CH3:2])([CH3:3])([CH3:4])[C:5]1=[N:9][C:8]2([C:7](=[O:21])[NH:6]1)[CH2:10][c:11]1[cH:12][cH:13][c:14]([NH2:18])[cH:15][c:16]1[CH2:17]2.